The task is: describe an organic reaction: reactants, conditions, products, and yield. This data is from the Open Reaction Database (ORD), a public repository of structured organic reaction records. Starting materials: C1(CC1)CCOC1=CC=C(C(=O)NC(C(=O)NCCO)CC2=CC=C(C=C2)CCC)C=C1 (4-(2-Cyclopropylethoxy)-N-[2-[(2-hydroxyethyl)amino]-2-oxo-1-(4-propylbenzyl)ethyl]benzamide), C1(CC1)CCOC1=CC=C(C(=O)N\C(=C/C2=CC=C(C=C2)C(F)(F)F)\C(=O)NCCO)C=C1 (4-(2-cyclopropylethoxy)-N-{(Z)-1-{[(2-hydroxyethyl)amino]carbonyl}-2-[4-(trifluoromethyl)phenyl]vinyl}benzamide). The product is C1(CC1)CCOC1=CC=C(C(=O)NC(C(=O)NCCO)CC2=CC=C(C=C2)C(F)(F)F)C=C1 (4-(2-Cyclopropylethoxy)-N-{2-[(2-hydroxyethyl)amino]-2-oxo-1-[4-(trifluoromethyl)benzyl]ethyl}benzamide). Isolated yield 86.9%. Reaction SMILES: C1(CCOC2C=CC(C(NC(CC3C=CC(CCC)=CC=3)C(NCCO)=O)=O)=CC=2)CC1.[CH:33]1([CH2:36][CH2:37][O:38][C:39]2[CH:65]=[CH:64][C:42]([C:43]([NH:45]/[C:46](/[C:58]([NH:60][CH2:61][CH2:62][OH:63])=[O:59])=[CH:47]\[C:48]3[CH:53]=[CH:52][C:51]([C:54]([F:57])([F:56])[F:55])=[CH:50][CH:49]=3)=[O:44])=[CH:41][CH:40]=2)[CH2:35][CH2:34]1>>[CH:33]1([CH2:36][CH2:37][O:38][C:39]2[CH:65]=[CH:64][C:42]([C:43]([NH:45][CH:46]([CH2:47][C:48]3[CH:49]=[CH:50][C:51]([C:54]([F:57])([F:55])[F:56])=[CH:52][CH:53]=3)[C:58]([NH:60][CH2:61][CH2:62][OH:63])=[O:59])=[O:44])=[CH:41][CH:40]=2)[CH2:34][CH2:35]1. Reported procedure: A reaction similar to that described in Example (1 (1e) was conducted using 4-(2-cyclopropylethoxy)-N-{(Z)-1-{[(2-hydroxyethyl)amino]carbonyl}-2-[4-(trifluoromethyl)phenyl]vinyl}benzamide (212 mg) to give 185 mg of the title compound (white powder). Reactants: [As](=O)C1=CC=C(C=C1)NC(=O)CSCCC(=O)N[C@@H](CC(=O)O)C(=O)O (N-(3-(4-arsenosophenylcarbamoylmethylthio)propanoyl)-L-aspartic acid), C1(=CC=CC=C1)P(C1=CC=CC=C1)C1=CC=CC=C1 (triphenylphosphine), C([O-])(O)=O (bicarbonate), disulfide, SCCC(=O)N[C@@H](CCC(=O)[O-])C(=O)[O-].[Na+].[Na+] (disodium N-(3-mercaptopropanoyl)-L-glutamate). Run in CS(=O)C (DMSO), CS(=O)C (DMSO), CS(=O)C (DMSO). Product: [As](=O)C1=CC=C(C=C1)NC(=O)CSCCC(=O)N[C@@H](CCC(=O)O)C(=O)O (N-(3-(4-arsenosophenylcarbamoylmethylthio)propanoyl)-L-glutamic acid). RXN SMILES: [As:1]([C:3]1[CH:8]=[CH:7][C:6]([NH:9][C:10]([CH2:12][S:13][CH2:14][CH2:15][C:16]([NH:18][C@H:19]([C:24]([OH:26])=[O:25])[CH2:20][C:21](O)=O)=[O:17])=[O:11])=[CH:5][CH:4]=1)=[O:2].SCCC(N[C@H](C([O-])=O)CC[C:36]([O-:38])=[O:37])=O.[Na+].[Na+].C(=O)(O)[O-].C1(P(C2C=CC=CC=2)C2C=CC=CC=2)C=CC=CC=1>CS(C)=O>[As:1]([C:3]1[CH:8]=[CH:7][C:6]([NH:9][C:10]([CH2:12][S:13][CH2:14][CH2:15][C:16]([NH:18][C@H:19]([C:24]([OH:26])=[O:25])[CH2:20][CH2:21][C:36]([OH:38])=[O:37])=[O:17])=[O:11])=[CH:5][CH:4]=1)=[O:2] |f:1.2.3|. Procedure: The procedure used was the same as for N-(3-(4-arsenosophenylcarbamoylmethylthio)propanoyl)-L-aspartic acid, using 2.63 mL (184 μmol) of 70.0 mM BRAO in DMSO, the disulfide of disodium N-(3-mercaptopropanoyl)-L-glutamate (0.61 g), 0.5 M bicarbonate buffer, pH 9 (10.52 mL, 5.3 mmol), and 0.69 M triphenylphosphine in DMSO (1.7 mL, 1.2 mmol). In this case, DMSO (2 mL) was added to the precipitated mixture before leaving overnight. The active concentration of trivalent arsenic was found to be 15.4 m... The reactants are [OH-].[Na+] (Sodium hydroxide), FC(C1=NC2=C(C=CC(=C2C=C1)C1=NC2=C(N1)C=CC(=C2)C(=O)OC)OC)(F)F (2-(2-trifluoromethyl-8-methoxyquinolin-5-yl)-1H-benzimidazole-5-carboxylic acid, methyl ester), 4h. Run in C(C)O (ethanol). The product is COC=1C=CC(=C2C=CC(=NC12)C(F)(F)F)C1=NC2=C(N1)C=CC(=C2)C(=O)O (2-(8-Methoxy-2-trifluoromethylquinolin-5-yl)-1H-benzimidazole-5-carboxylic acid). The yield is 91.2%. Reaction SMILES: [OH-].[Na+].[F:3][C:4]([F:31])([F:30])[C:5]1[CH:14]=[CH:13][C:12]2[C:7](=[C:8]([O:28][CH3:29])[CH:9]=[CH:10][C:11]=2[C:15]2[NH:19][C:18]3[CH:20]=[CH:21][C:22]([C:24]([O:26]C)=[O:25])=[CH:23][C:17]=3[N:16]=2)[N:6]=1>C(O)C>[CH3:29][O:28][C:8]1[CH:9]=[CH:10][C:11]([C:15]2[NH:19][C:18]3[CH:20]=[CH:21][C:22]([C:24]([OH:26])=[O:25])=[CH:23][C:17]=3[N:16]=2)=[C:12]2[C:7]=1[N:6]=[C:5]([C:4]([F:30])([F:31])[F:3])[CH:14]=[CH:13]2 |f:0.1|. Procedure details: Sodium hydroxide (1M, 40 ml) was added to a stirred suspension of 2-(2-trifluoromethyl-8-methoxyquinolin-5-yl)-1H-benzimidazole-5-carboxylic acid, methyl ester (1 g) in ethanol (40 ml) at room temperature. The reaction was heated to 80° C. for 4h and cooled to room temperature. The ethanol was removed in vacuo and the remaining aqueous phase acidified to pH 5 with glacial acetic acid. The resulting solid was collected by filtration and dried in vacuo to give the titled compound as a brown solid ...